From a dataset of the Open Reaction Database (ORD), a public repository of structured organic reaction records. describe an organic reaction: reactants, conditions, products, and yield Starting materials: C[C@@H]1[C@H]2[C@@H]3CC[C@H](C(C)=O)[C@]3(CC[C@@H]2[C@]2(C=CC(N[C@@H]2C1)=O)C)C (7β-methyl-5α-4-azapregn-1-ene-3,20-dione), C[Li] (methyllithium), CCOCC (ether), CI (methyl iodide), [Cl-].[NH4+] (ammonium chloride), C[Li] (methyllithium). The solvent is O1CCCC1 (tetrahydrofuran). Yields the product CN1[C@@H]2C[C@@H]([C@H]3[C@@H]4CC[C@H](C(C)(O)C)[C@]4(CC[C@@H]3[C@]2(C=CC1=O)C)C)C (4,7β,20-trimethyl-20-hydroxy-5α-4-azapregn-1-en-3-one). The yield is 43.0%. As a reaction SMILES: [CH3:1][C@H:2]1[CH2:21][C@@H:20]2[C@:15]([CH3:23])([CH:16]=C[C:18](=O)[NH:19]2)[C@@H:14]2[C@@H:3]1[C@H:4]1[C@:11]([CH3:24])([CH2:12][CH2:13]2)[C@@H:7]([C:8](=[O:10])[CH3:9])[CH2:6][CH2:5]1.[CH3:25][Li].CI.[Cl-].[NH4+].CC[O:33][CH2:34][CH3:35]>O1CCCC1>[CH3:18][N:19]1[C:34](=[O:33])[CH:35]=[CH:16][C@@:15]2([CH3:23])[C@H:20]1[CH2:21][C@H:2]([CH3:1])[C@@H:3]1[C@@H:14]2[CH2:13][CH2:12][C@@:11]2([CH3:24])[C@H:4]1[CH2:5][CH2:6][C@@H:7]2[C:8]([CH3:25])([OH:10])[CH3:9] |f:3.4|. Procedure details: To a solution of 73 mg (0.22 mmol) 7β-methyl-5α-4-azapregn-1-ene-3,20-dione in 7 ml dry tetrahydrofuran at -40° C. under N2 was added 3 eq methyllithium (0.7 mmol) in ether. The reaction was stirred and monitored by TLC. After three hours a second (0.5 eq) portion of methyllithium was added. After two hours 10 eq methyl iodide (2.2 mmol) was added and the reaction was allowed to warm to room temperature over 18 hrs. Aqueous ammonium chloride (5 ml) was added and the solvents were evaporated. The...